This data is from the Open Reaction Database (ORD), a public repository of structured organic reaction records. The task is: describe an organic reaction: reactants, conditions, products, and yield Starting materials: COC([C@@H](CC1=CC=CC=C1)N)=O ((2R)-2-Amino-3-phenylpropionic acid methyl ester), C(C)(C)(C)OC(NCC=O)=O ((2-oxoethyl)carbamic acid tert-butyl ester), C(#N)[BH3-].[Na+] (Sodium cyanoborohydride). The solvent is CO (methanol), C(C)(=O)O (acetic acid). Run at temperature 0 celsius, time 12 hour. Product: COC([C@@H](CC1=CC=CC=C1)NCCNC(=O)OC(C)(C)C)=O ((2R)-2-(2-(tert-butoxycarbonylamino)ethylamino)-3-phenylpropionic acid methyl ester). Isolated yield 42.8%. RXN SMILES: [CH3:1][O:2][C:3](=[O:13])[C@H:4]([NH2:12])[CH2:5][C:6]1[CH:11]=[CH:10][CH:9]=[CH:8][CH:7]=1.[C:14]([O:18][C:19](=[O:24])[NH:20][CH2:21][CH:22]=O)([CH3:17])([CH3:16])[CH3:15].C([BH3-])#N.[Na+]>CO.C(O)(=O)C>[CH3:1][O:2][C:3](=[O:13])[C@H:4]([NH:12][CH2:22][CH2:21][NH:20][C:19]([O:18][C:14]([CH3:17])([CH3:16])[CH3:15])=[O:24])[CH2:5][C:6]1[CH:11]=[CH:10][CH:9]=[CH:8][CH:7]=1 |f:2.3|. Reported procedure: (2R)-2-Amino-3-phenylpropionic acid methyl ester (3.2 g; 15.0 mmol) and (2-oxoethyl)carbamic acid tert-butyl ester (3.2 g; 20.0 mmol) (prepared as in Dueholm et al, Org. Prep. Proced. Int. 25(4), 457-61 (1993)) were dissolved in a mixture of methanol (100 ml) and acetic acid (5 ml). Molecular sieves (3 Å; 100 g) were added and the reaction mixture was cooled to 0° C. Sodium cyanoborohydride (1.38 g; 22.0 mmol) was added portionwise and the reaction mixture was left without stirring for 12 h. The... The reactants are Br (hydrobromic acid), C(C)(C)(C)C1=CC=C(C=C1)\C(=C/[C@H]1CCC(N1CC1=C(C=C(C=C1)OC)OC)=O)\C1=NC(=C(C=C1)CC)OC ((5R)-5-[(E)-2-(4-tert-butylphenyl)-2-(5-ethyl-6-methoxypyridin-2-yl)ethenyl]-1-(2,4-dimethoxybenzyl)pyrrolidin-2-one), O (Water). The solvent is O1CCOCC1 (1,4-dioxane). Conditions: temperature 65 celsius, time 1.5 hour. Yields the product C(C)(C)(C)C1=CC=C(C=C1)/C(=C\[C@@H]1N(C(CC1)=O)CC1=C(C=C(C=C1)OC)OC)/C1=CC=C(C(N1)=O)CC (6-{(E)-1-(4-tert-butylphenyl)-2-[(2R)-1-(2,4-dimethoxybenzyl)-5-oxopyrrolidin-2-yl]ethenyl}-3-ethylpyridin-2(1H)-one). Yield: 85.3%. RXN SMILES: Br.[C:2]([C:6]1[CH:11]=[CH:10][C:9](/[C:12](/[C:31]2[CH:36]=[CH:35][C:34]([CH2:37][CH3:38])=[C:33]([O:39]C)[N:32]=2)=[CH:13]\[C@@H:14]2[N:18]([CH2:19][C:20]3[CH:25]=[CH:24][C:23]([O:26][CH3:27])=[CH:22][C:21]=3[O:28][CH3:29])[C:17](=[O:30])[CH2:16][CH2:15]2)=[CH:8][CH:7]=1)([CH3:5])([CH3:4])[CH3:3].O>O1CCOCC1>[C:2]([C:6]1[CH:11]=[CH:10][C:9](/[C:12](/[C:31]2[NH:32][C:33](=[O:39])[C:34]([CH2:37][CH3:38])=[CH:35][CH:36]=2)=[CH:13]\[C@H:14]2[CH2:15][CH2:16][C:17](=[O:30])[N:18]2[CH2:19][C:20]2[CH:25]=[CH:24][C:23]([O:26][CH3:27])=[CH:22][C:21]=2[O:28][CH3:29])=[CH:8][CH:7]=1)([CH3:5])([CH3:4])[CH3:3]. Procedure: 48% hydrobromic acid (0.6 mL) was added to a solution of (5R)-5-[(E)-2-(4-tert-butylphenyl)-2-(5-ethyl-6-methoxypyridin-2-yl)ethenyl]-1-(2,4-dimethoxybenzyl)pyrrolidin-2-one (59 mg) in 1,4-dioxane (0.6 mL), and the mixture was stirred at 65° C. for 1.5 hours. Water was added to the reaction solution, followed by extraction with ethyl acetate. The organic layer was washed with brine and dried over anhydrous magnesium sulfate, after which the solvent was evaporated under reduced pressure. The resu... Starting materials: C1(=CC=CC=C1)C=1SC=C(N1)C1CCN(CC1)C(=O)OCC1C2=CC=CC=C2C=2C=CC=CC12 ((9H-fluoren-9-yl)methyl 4-(2-phenylthiazol-4-yl)piperidine-1-carboxylate), CO (MeOH), N1CCCCC1 (piperidine). Solvent: C(Cl)Cl (CH2Cl2). Reaction conditions: time 8 hour. The product is C1(=CC=CC=C1)C=1SC=C(N1)C1CCNCC1 (2-phenyl-4-(piperidin-4-yl)thiazole). Isolated yield 95.4%. Reaction SMILES: [C:1]1([C:7]2[S:8][CH:9]=[C:10]([CH:12]3[CH2:17][CH2:16][N:15](C(OCC4C5C=CC=CC=5C5C4=CC=CC=5)=O)[CH2:14][CH2:13]3)[N:11]=2)[CH:6]=[CH:5][CH:4]=[CH:3][CH:2]=1.CO.N1CCCCC1>C(Cl)Cl>[C:1]1([C:7]2[S:8][CH:9]=[C:10]([CH:12]3[CH2:17][CH2:16][NH:15][CH2:14][CH2:13]3)[N:11]=2)[CH:2]=[CH:3][CH:4]=[CH:5][CH:6]=1. Reported procedure: To a stirred solution of (9H-fluoren-9-yl)methyl 4-(2-phenylthiazol-4-yl)piperidine-1-carboxylate (2 g, 4.29 mmol) in CH2Cl2:MeOH (15:5 mL) was added piperidine (5 mL). This reaction mixture was stirred at RT for 8 h. The reaction mixture was concentrated under reduced pressure and the crude material was chromatographed over silica gel eluting with a gradient (0-10% MeOH:CH2Cl2) to afford 2-phenyl-4-(piperidin-4-yl)thiazole (1 g, 96%) as an off white solid.